From a dataset of the Open Reaction Database (ORD), a public repository of structured organic reaction records. describe an organic reaction: reactants, conditions, products, and yield Starting materials: C(#N)C=1C=C(C(=O)O)C=CC1N1C(CCCC1)C (3-cyano-4-(2-methylpiperidin-1-yl)benzoic acid), ON=C(N)C1=CC2=C(NC=N2)C=C1 (N′-hydroxy-1H-benzimidazole-5-carboximidamide). The product is N1C=NC2=C1C=CC(=C2)C2=NOC(=N2)C=2C=CC(=C(C#N)C2)N2C(CCCC2)C (5-[3-(1H-benzimidazol-5-yl)-1,2,4-oxadiazol-5-yl]-2-(2-methylpiperidin-1-yl)benzonitrile). Reaction SMILES: [C:1]([C:3]1[CH:4]=[C:5]([CH:9]=[CH:10][C:11]=1[N:12]1[CH2:17][CH2:16][CH2:15][CH2:14][CH:13]1[CH3:18])[C:6]([OH:8])=O)#[N:2].O[N:20]=[C:21]([C:23]1[CH:31]=[CH:30][C:26]2[NH:27][CH:28]=[N:29][C:25]=2[CH:24]=1)[NH2:22]>>[NH:27]1[C:26]2[CH:30]=[CH:31][C:23]([C:21]3[N:20]=[C:6]([C:5]4[CH:9]=[CH:10][C:11]([N:12]5[CH2:17][CH2:16][CH2:15][CH2:14][CH:13]5[CH3:18])=[C:3]([CH:4]=4)[C:1]#[N:2])[O:8][N:22]=3)=[CH:24][C:25]=2[N:29]=[CH:28]1. Reported procedure: Title compound was prepared following general procedure 1 starting from Intermediate 12 (122 mg; 0.50 mmol) and Intermediate 1 (88 mg; 0.50 mmol). Reaction mixture was filtered over a SPE-NH2 column, washed with THF followed by evaporation of the solvent under reduced pressure. Reaction mixture was extracted with ethyl acetate and combined organic phase was washed with brine, dried over magnesium sulfate and concentrated in vacuo to give a yellow oily residue. Purification by silica column chrom... The reactants are COC(=O)c1ccc(NCc2cc(Br)ccc2CCc2ccccc2)cc1, C1CCOC1, CO, [Na+], [OH-]. Product: O=C(O)c1ccc(NCc2cc(Br)ccc2CCc2ccccc2)cc1. RXN SMILES: [Br:1][c:2]1[cH:3][cH:4][c:5]([CH2:20][CH2:21][c:22]2[cH:23][cH:24][cH:25][cH:26][cH:27]2)[c:6]([CH2:7][NH:8][c:9]2[cH:10][cH:11][c:12]([C:13](=[O:14])[O:15][CH3:16])[cH:17][cH:18]2)[cH:19]1.[CH2:32]1[O:33][CH2:34][CH2:35][CH2:36]1.[CH3:30][OH:31].[Na+:29].[OH-:28]>>[Br:1][c:2]1[cH:3][cH:4][c:5]([CH2:20][CH2:21][c:22]2[cH:23][cH:24][cH:25][cH:26][cH:27]2)[c:6]([CH2:7][NH:8][c:9]2[cH:10][cH:11][c:12]([C:13](=[O:14])[OH:15])[cH:17][cH:18]2)[cH:19]1.